Dataset: the Open Reaction Database (ORD), a public repository of structured organic reaction records. Task: describe an organic reaction: reactants, conditions, products, and yield The reactants are CSC1=NC=C(C(=N1)NCC1=CC(=C(C=C1)OC)Cl)C(=O)OCC (2-methylthio-4-(3-chloro-4-methoxybenzylamino)-5-ethoxycarbonylpyrimidine), S(=O)(=O)([O-])[O-].[Mg+2] (magnesium sulfate), [H-].[Al+3].[Li+].[H-].[H-].[H-] (lithium aluminium hydride), [OH-].[Na+] (sodium hydroxide). Solvent: O1CCCC1 (tetrahydrofuran), O (Water), O (water), O1CCCC1 (tetrahydrofuran). Product: CSC1=NC=C(C(=N1)NCC1=CC(=C(C=C1)OC)Cl)CO (2-methylthio-4-(3-chloro-4-methoxybenzylamino)-5-hydroxymethylpyrimidine). As a reaction SMILES: [H-].[Al+3].[Li+].[H-].[H-].[H-].[CH3:7][S:8][C:9]1[N:14]=[C:13]([NH:15][CH2:16][C:17]2[CH:22]=[CH:21][C:20]([O:23][CH3:24])=[C:19]([Cl:25])[CH:18]=2)[C:12]([C:26](OCC)=[O:27])=[CH:11][N:10]=1.[OH-].[Na+].S([O-])([O-])(=O)=O.[Mg+2]>O1CCCC1.O>[CH3:7][S:8][C:9]1[N:14]=[C:13]([NH:15][CH2:16][C:17]2[CH:22]=[CH:21][C:20]([O:23][CH3:24])=[C:19]([Cl:25])[CH:18]=2)[C:12]([CH2:26][OH:27])=[CH:11][N:10]=1 |f:0.1.2.3.4.5,7.8,9.10|. Reported procedure: To a suspension of lithium aluminium hydride 4.15 g in tetrahydrofuran 150 ml is added a solution of 2-methylthio-4-(3-chloro-4-methoxybenzylamino)-5-ethoxycarbonylpyrimidine (prepared in Example 67-(1)) 38.32 g in tetrahydrofuran 100 ml at 5-10° C. under ice cooling over a period of 1 hour. After addition the mixture is stirred for a hour without an ice bath. Water 4.15 ml is added under ice cooling thereto, followed by addition of 3N aqueous sodium hydroxide solution 4.15 ml. To the mixture is... Reactants: C(C)(=O)OC(C(=O)NC=1C(=C(CCC(=O)[O-])C(=C(C1I)NC(C(C)OC(C)=O)=O)I)I)C (N,N′-Bis(2-acetoxypropionyl)-3,5-diamino-2,4,6-triiodobenzylacetate), Cl (HCl), aqueous solution, [OH-].[Na+] (NaOH). The solvent is CO (methanol), O (water). Conditions: time 15 hour. Product: OC(C(=O)NC=1C(=C(CO)C(=C(C1I)NC(C(C)O)=O)I)I)C (N,N′-Bis(2-hydroxypropionyl)-3,5-diamino-2,4,6-triiodobenzylalcohol). The yield is 46.0%. RXN SMILES: C([O:4][CH:5]([CH3:32])[C:6]([NH:8][C:9]1[C:10]([I:31])=[C:11]([C:17]([I:30])=[C:18]([NH:21][C:22](=[O:29])[CH:23]([O:25]C(=O)C)[CH3:24])[C:19]=1[I:20])[CH2:12]CC([O-])=O)=[O:7])(=O)C.[OH-:33].[Na+].Cl>CO.O>[OH:4][CH:5]([CH3:32])[C:6]([NH:8][C:9]1[C:10]([I:31])=[C:11]([C:17]([I:30])=[C:18]([NH:21][C:22](=[O:29])[CH:23]([OH:25])[CH3:24])[C:19]=1[I:20])[CH2:12][OH:33])=[O:7] |f:1.2|. Procedure details: N,N′-Bis(2-acetoxypropionyl)-3,5-diamino-2,4,6-triiodobenzylacetate (0.16 g, 0.2 mmol) was dissolved in a mixture of methanol (5 ml) and water (5 ml) and the pH was adjusted to 12 using a 1 M aqueous solution of NaOH. After stirring for 15 h, the solution was neutralized with 1 M HCl and the solvents were removed by evaporation. Purification by preparative HPLC gave 61 mg (46%) of the pure product. The reactants are C(C)(C)OC1=NC=C(C=C1)B1OC(C(O1)(C)C)(C)C (2-Isopropoxy-5-(4,4,5,5-tetramethyl-[1,3,2]dioxaborolan-2-yl)pyridine), OC1CCC(CC1)CCC(C)NC(C)=O (N-[3-(4-hydroxycyclohexyl)-1-methylpropyl]acetamide). Yields the product C(C)(C)OC1=CC=C(C=N1)OC1CCC(CC1)CCC(C)NC(C)=O (N-{3-[4-(6-Isopropoxypyridin-3-yloxy)cyclohexyl]-1-methylpropyl}acetamide). Reaction SMILES: [CH:1]([O:4][C:5]1[CH:10]=[CH:9][C:8](B2OC(C)(C)C(C)(C)O2)=[CH:7][N:6]=1)([CH3:3])[CH3:2].[OH:20][CH:21]1[CH2:26][CH2:25][CH:24]([CH2:27][CH2:28][CH:29]([NH:31][C:32](=[O:34])[CH3:33])[CH3:30])[CH2:23][CH2:22]1>>[CH:1]([O:4][C:5]1[N:6]=[CH:7][C:8]([O:20][CH:21]2[CH2:22][CH2:23][CH:24]([CH2:27][CH2:28][CH:29]([NH:31][C:32](=[O:34])[CH3:33])[CH3:30])[CH2:25][CH2:26]2)=[CH:9][CH:10]=1)([CH3:2])[CH3:3]. Reported procedure: 2-Isopropoxy-5-(4,4,5,5-tetramethyl-[1,3,2]dioxaborolan-2-yl)pyridine (913 mg, 3.47 mmol) and N-[3-(4-hydroxycyclohexyl)-1-methylpropyl]acetamide (740 mg, 3.47 mmol) were reacted in analogy to example 50a. Yield: 95 mg (8%), M+H+: 349.3. Yields the product [Li+].C1(=CC=CC=C1)C1(OC2=C(O1)C=CC(=C2)S(=O)[O-])C2=CC=CC=C2 (2,2-diphenyl-1,3-benzodioxol-5-sulphinic acid lithium salt). Reactants: C(CCC)[Li] (butyllithium), BrC1=CC2=C(OC(O2)(C2=CC=CC=C2)C2=CC=CC=C2)C=C1 (5-bromo-2,2-diphenyl-1,3-benzodioxol), S(=O)=O (sulphur dioxide). Run in CCCCCC (n-hexane), C(C)OCC (diethyl ether), C(C)OCC (diethyl ether). RXN SMILES: C([Li:5])CCC.Br[C:7]1[CH:27]=[CH:26][C:10]2[O:11][C:12]([C:20]3[CH:25]=[CH:24][CH:23]=[CH:22][CH:21]=3)([C:14]3[CH:19]=[CH:18][CH:17]=[CH:16][CH:15]=3)[O:13][C:9]=2[CH:8]=1.[S:28](=[O:30])=[O:29]>CCCCCC.C(OCC)C>[Li+:5].[C:14]1([C:12]2([C:20]3[CH:25]=[CH:24][CH:23]=[CH:22][CH:21]=3)[O:11][C:10]3[CH:26]=[CH:27][C:7]([S:28]([O-:30])=[O:29])=[CH:8][C:9]=3[O:13]2)[CH:19]=[CH:18][CH:17]=[CH:16][CH:15]=1 |f:5.6|. Procedure: A solution of butyllithium (0.6M) (74 ml) in n-hexane are mixed with 116 ml of diethyl ether and cooled to -55° C. Thereupon, a solution of 40.0 g of 5-bromo-2,2-diphenyl-1,3-benzodioxol in 170 ml of diethyl ether is added dropwise. The reaction mixture is stirred for 1 hour, whereby the temperature rises to -15° C. Subsequently, the mixture is cooled to -50° C. and dry sulphur dioxide gas is introduced for 45 minutes. The excess sulphur dioxide gas is removed by passing dry argon through the mi... Conditions: temperature -55 celsius, time 1 hour. Starting materials: COC(=O)C1C2CC(CC2C(C1=O)C(=O)OC)=O (2,4-bismethoxycarbonylbicyclo[3.3.0]octane-3,7-dione). The solvent is CO (methanol), P(=O)([O-])([O-])[O-] (phosphate). Yields the product COC(=O)C1C2CC(CC2CC1=O)=O (2-methoxycarbonylbicyclo[3.3.0]octane-3,7-dione). Reaction SMILES: [CH3:1][O:2][C:3]([CH:5]1[C:12](=[O:13])[CH:11](C(OC)=O)[CH:10]2[CH:6]1[CH2:7][C:8](=[O:18])[CH2:9]2)=[O:4]>CO.P([O-])([O-])([O-])=O>[CH3:1][O:2][C:3]([CH:5]1[C:12](=[O:13])[CH2:11][CH:10]2[CH:6]1[CH2:7][C:8](=[O:18])[CH2:9]2)=[O:4]. Reported procedure: One gram of 2,4-bismethoxycarbonylbicyclo[3.3.0]octane-3,7-dione is dissolved in 20 ml of methanol and combined with a solution of 2.5 g of α-chymotrypsin in 150 ml of 0.1-molar phosphate buffer pH 7. The solution is extracted with methyl isobutyl ketone after 22 hours of agitation at 28° C.; the extract is concentrated under vacuum, and the remaining residue is chromatographed over a silica gel column (gradient hexane/ethyl acetate), thus obtaining 610 mg of optically pure 2-methoxycarbonylbicy...